The task is: describe an organic reaction: reactants, conditions, products, and yield. This data is from the Open Reaction Database (ORD), a public repository of structured organic reaction records. Starting materials: COC1=CC=C(C2=C1N=C(S2)N2CCOCC2)C(=O)O (4-methoxy-2-(morpholin-4-yl)benzothiazole-7-carboxylic acid), NC1=C(C=NN1C)C#N (5-amino-1-methyl-1H-pyrazole-4-carbonitrile), sodium hexamethyldisilylamine. The reagents and catalysts are CN(C=O)C (dimethylformamide). Run in ClCCl (dichloromethane), ClCCl (dichloromethane). Product: C(#N)C1=C(N(N=C1)C)NC(=O)C1=CC=C(C=2N=C(SC21)N2CCOCC2)OC (4Methoxy-2-(morpholin-4-yl)-benzothiazole-7-carboxylic acid (4-cyano-2-methyl-2H-pyrazol-3-yl)amide). The yield is 11.4%. As a reaction SMILES: [CH3:1][O:2][C:3]1[C:8]2[N:9]=[C:10]([N:12]3[CH2:17][CH2:16][O:15][CH2:14][CH2:13]3)[S:11][C:7]=2[C:6]([C:18]([OH:20])=O)=[CH:5][CH:4]=1.[NH2:21][C:22]1[N:26]([CH3:27])[N:25]=[CH:24][C:23]=1[C:28]#[N:29]>CN(C)C=O.ClCCl>[C:28]([C:23]1[CH:24]=[N:25][N:26]([CH3:27])[C:22]=1[NH:21][C:18]([C:6]1[C:7]2[S:11][C:10]([N:12]3[CH2:13][CH2:14][O:15][CH2:16][CH2:17]3)=[N:9][C:8]=2[C:3]([O:2][CH3:1])=[CH:4][CH:5]=1)=[O:20])#[N:29]. Reported procedure: Starting with 4-methoxy-2-(morpholin-4-yl)benzothiazole-7-carboxylic acid (0.13 g) oxalyl chloride (0.10 ml), dichloromethane (10 ml) and dimethylformamide (1 drop), followed by 5-amino-1-methyl-1H-pyrazole-4-carbonitrile (0.11 g), sodium hexamethyldisilylamine (1.0M in tetrahydrofuran, 0.88 ml) and dichloromethane (10 ml). Purification by flash chromatography (eluent ethyl acetate) yielded the title compound as an off-white solid (0.02 g). TLC Rf 0.45 (ethyl acetate); Mpt 299-300° C.